Dataset: the Open Reaction Database (ORD), a public repository of structured organic reaction records. Task: describe an organic reaction: reactants, conditions, products, and yield The reactants are ClC1=NC=NC(=C1)C1=C(C=C(C=C1)[N+](=O)[O-])OC (4-chloro-6-(2-methoxy-4-nitrophenyl)pyrimidine), C(C)(=O)O (Acetic Acid). The reagents and catalysts are [Fe] (iron). Run in CCO (EtOH). Run at temperature 80 celsius. Yields the product ClC1=CC(=NC=N1)C1=C(C=C(N)C=C1)OC (4-(6-chloropyrimidin-4-yl)-3-methoxyaniline). The yield is 93.9%. RXN SMILES: [Cl:1][C:2]1[CH:7]=[C:6]([C:8]2[CH:13]=[CH:12][C:11]([N+:14]([O-])=O)=[CH:10][C:9]=2[O:17][CH3:18])[N:5]=[CH:4][N:3]=1.C(O)(=O)C>CCO.[Fe]>[Cl:1][C:2]1[N:3]=[CH:4][N:5]=[C:6]([C:8]2[CH:13]=[CH:12][C:11]([NH2:14])=[CH:10][C:9]=2[O:17][CH3:18])[CH:7]=1. Procedure: A suspension of 4-chloro-6-(2-methoxy-4-nitrophenyl)pyrimidine (0.6 g, 2.259 mmol) in EtOH (Ratio: 2.000, Volume: 10 mL) was stirred at 80° C. to make most of the material solublized, Acetic Acid 20% (Ratio: 1.000, Volume: 5 mL) and iron powder (0.883 g, 15.81 mmol) were added. The resulting mixture was refluxed for 1 h. The reaction was concentrated under vacuum. The residue was partitioned between EtOAc/1.0 M aqueous NaOH. The aqueous layer was extracted with EtOAc (3×20 ml). The combined orga...